Dataset: the Open Reaction Database (ORD), a public repository of structured organic reaction records. Task: describe an organic reaction: reactants, conditions, products, and yield Reactants: CN(CCOC1=C(C=C(C=C1)N)C=1N(N=CC1)C)C (4-(2-dimethylamino-ethoxy)-3-(2-methyl-2H-pyrazol-3-yl)-phenylamine), ClC1=CC=C(C=C1)N=C=O (4-chlorophenyl-isocyanate). The solvent is C(Cl)Cl (methylene chloride). Conditions: time 8 hour. Yields the product ClC1=CC=C(C=C1)NC(=O)NC1=CC(=C(C=C1)OCCN(C)C)C=1N(N=CC1)C (1-(4-Chloro-phenyl)-3-[4-(2-dimethylamino-ethoxy)-3-(2-methyl-2H-pyrazol-3-yl)-phenyl]-urea). Yield: 69.8%. As a reaction SMILES: [CH3:1][N:2]([CH3:19])[CH2:3][CH2:4][O:5][C:6]1[CH:11]=[CH:10][C:9]([NH2:12])=[CH:8][C:7]=1[C:13]1[N:14]([CH3:18])[N:15]=[CH:16][CH:17]=1.[Cl:20][C:21]1[CH:26]=[CH:25][C:24]([N:27]=[C:28]=[O:29])=[CH:23][CH:22]=1>C(Cl)Cl>[Cl:20][C:21]1[CH:26]=[CH:25][C:24]([NH:27][C:28]([NH:12][C:9]2[CH:10]=[CH:11][C:6]([O:5][CH2:4][CH2:3][N:2]([CH3:19])[CH3:1])=[C:7]([C:13]3[N:14]([CH3:18])[N:15]=[CH:16][CH:17]=3)[CH:8]=2)=[O:29])=[CH:23][CH:22]=1. Procedure: A solution of 4-(2-dimethylamino-ethoxy)-3-(2-methyl-2H-pyrazol-3-yl)-phenylamine (26.0 mg, 0.1 mmol) in methylene chloride (1 mL) was treated with 4-chlorophenyl-isocyanate (13.3 μL, 0.105 mmol) then reaction mixture stirred at room temperature overnight and concentrated to give an oily residue that was subjected to a purification by flash chromatography (SiO2, CH2Cl2/MeOH gradient elution) to afford Compound 127 as a white solid in 69.8% yield. LCMS m/z (%)=414 (M+H 35Cl, 100), 416 (M+H 37Cl, ...